describe an organic reaction: reactants, conditions, products, and yield From a dataset of the Open Reaction Database (ORD), a public repository of structured organic reaction records. The product is CC1(CCCCC1)C=1N=CNC1 (4-(1-methylcyclohexyl)imidazole). Procedure: A mixture of 387 g. bromomethyl 1-methylcyclohexyl ketone and 1000 ml. formamide was heated with stirring. A stream of ammonia was passed through the reaction mixture over a period of 1 hour, the mixture being maintained at a temperature of 140°-160°C. After the passage of ammonia had been completed the reaction mixture was heated to 180°-190°C. The reaction mixture was maintained at this temperature for a period of 2 hours. Excess of formamide was evaporated under reduced pressure and the resid... RXN SMILES: [CH3:1][C:2]1([C:8]([CH2:10]Br)=O)[CH2:7][CH2:6][CH2:5][CH2:4][CH2:3]1.[CH:12]([NH2:14])=O.[NH3:15]>>[CH3:1][C:2]1([C:8]2[N:15]=[CH:12][NH:14][CH:10]=2)[CH2:7][CH2:6][CH2:5][CH2:4][CH2:3]1. Starting materials: CC1(CCCCC1)C(=O)CBr (bromomethyl 1-methylcyclohexyl ketone), N (ammonia), C(=O)N (formamide), N (ammonia). Starting materials: COc1ccc(CNc2ncc(Br)cn2)cc1, O=C([O-])[O-], CSCCO, Cc1ccccc1, [Cs+], [Cs+], [I-]. The product is COc1ccc(CNc2ncc(OCCSC)cn2)cc1. As a reaction SMILES: [Br:1][c:2]1[cH:3][n:4][c:5]([NH:8][CH2:9][c:10]2[cH:11][cH:12][c:13]([O:16][CH3:17])[cH:14][cH:15]2)[n:6][cH:7]1.[C:24](=[O:25])([O-:26])[O-:27].[CH3:19][S:20][CH2:21][CH2:22][OH:23].[CH3:30][c:31]1[cH:32][cH:33][cH:34][cH:35][cH:36]1.[Cs+:28].[Cs+:29].[I-:18]>>[c:2]1([O:23][CH2:22][CH2:21][S:20][CH3:19])[cH:3][n:4][c:5]([NH:8][CH2:9][c:10]2[cH:11][cH:12][c:13]([O:16][CH3:17])[cH:14][cH:15]2)[n:6][cH:7]1. Reactants: COC=1C=C(C(=O)N2CC(CCC2)(C2=CC(=C(C=C2)Cl)Cl)CCN2CCC(CC2)NC2=NC3=C(N2CCOCC)C=CC=C3)C=C(C1OC)OC (1-(3,4,5-trimethoxybenzoyl)-3-(2-(4-(1-(2-ethoxyethyl)-1H-benzimidazol-2-yl-amino)piperidin-1-yl)ethyl)-3-(3,4-dichlorophenyl)piperidine), CS(=O)(=O)O (methanesulfonic acid). Run in C(C)(=O)OCC (ethyl acetate). Product: CS(=O)(=O)O.COC=1C=C(C(=O)N2CC(CCC2)(C2=CC(=C(C=C2)Cl)Cl)CCN2CCC(CC2)NC2=NC3=C(N2CCOCC)C=CC=C3)C=C(C1OC)OC (1-(3,4,5-trimethoxybenzoyl)-3-(2-(4-(1-(2-ethoxyethyl)-1H-benzimidazol-2-yl-amino)piperidin-1-yl)ethyl)-3-(3,4-dichlorophenyl)piperidine Methanesulfonic Acid Salt). As a reaction SMILES: [CH3:1][O:2][C:3]1[CH:4]=[C:5]([CH:45]=[C:46]([O:50][CH3:51])[C:47]=1[O:48][CH3:49])[C:6]([N:8]1[CH2:13][CH2:12][CH2:11][C:10]([CH2:22][CH2:23][N:24]2[CH2:29][CH2:28][CH:27]([NH:30][C:31]3[N:35]([CH2:36][CH2:37][O:38][CH2:39][CH3:40])[C:34]4[CH:41]=[CH:42][CH:43]=[CH:44][C:33]=4[N:32]=3)[CH2:26][CH2:25]2)([C:14]2[CH:19]=[CH:18][C:17]([Cl:20])=[C:16]([Cl:21])[CH:15]=2)[CH2:9]1)=[O:7].[CH3:52][S:53]([OH:56])(=[O:55])=[O:54]>C(OCC)(=O)C>[CH3:52][S:53]([OH:56])(=[O:55])=[O:54].[CH3:51][O:50][C:46]1[CH:45]=[C:5]([CH:4]=[C:3]([O:2][CH3:1])[C:47]=1[O:48][CH3:49])[C:6]([N:8]1[CH2:13][CH2:12][CH2:11][C:10]([CH2:22][CH2:23][N:24]2[CH2:29][CH2:28][CH:27]([NH:30][C:31]3[N:35]([CH2:36][CH2:37][O:38][CH2:39][CH3:40])[C:34]4[CH:41]=[CH:42][CH:43]=[CH:44][C:33]=4[N:32]=3)[CH2:26][CH2:25]2)([C:14]2[CH:19]=[CH:18][C:17]([Cl:20])=[C:16]([Cl:21])[CH:15]=2)[CH2:9]1)=[O:7] |f:3.4|. Reported procedure: Combine 1-(3,4,5-trimethoxybenzoyl)-3-(2-(4-(1-(2-ethoxyethyl)-1H-benzimidazol-2-yl-amino)piperidin-1-yl)ethyl)-3-(3,4-dichlorophenyl)piperidine (0.56 g) and methanesulfonic acid (0.16 g) in ethyl acetate (10 mL). Heat to reflux. After 1 hour concentrate in vacuo to give the title compound. Reactants: FC(S(=O)(=O)O[Si](C1C(=C(C(=C1C)C)C)C)(C)C)(F)F (dimethyl(2,3,4,5-tetramethylcyclopenta-2,4-dien-1-yl)silyl trifluoromethanesulfonate), FC(S(=O)(=O)O[Si](C1C(=C(C(=C1C)C)C)C)(C)C)(F)F (dimethyl(2,3,4,5-tetramethylcyclopenta-2,4-dien-1-yl)silyl trifluoromethanesulfonate), CC=1C=C(C=C(C1)C)[C-]1C=CC2=CC=CC=C12.[Li+] (lithium (1-(3,5-dimethylphenyl)indenide)). Yields the product CC=1C=C(C=C(C1)C)C1=CC(C2=CC=CC=C12)[Si](C1C(=C(C(=C1C)C)C)C)(C)C ((3-(3,5-dimethylphenyl)-1H-inden-1-yl)dimethyl(2,3,4,5-tetramethylcyclopenta-2,4-dien-1-yl)silane). Reaction conditions: time 19 hour. Reaction SMILES: FC(F)(F)S(O[Si:7]([CH3:18])([CH3:17])[CH:8]1[C:12]([CH3:13])=[C:11]([CH3:14])[C:10]([CH3:15])=[C:9]1[CH3:16])(=O)=O.[CH3:21][C:22]1[CH:23]=[C:24]([C-:29]2[C:37]3[C:32](=[CH:33][CH:34]=[CH:35][CH:36]=3)[CH:31]=[CH:30]2)[CH:25]=[C:26]([CH3:28])[CH:27]=1.[Li+]>CCOCC>[CH3:28][C:26]1[CH:25]=[C:24]([C:29]2[C:37]3[C:32](=[CH:33][CH:34]=[CH:35][CH:36]=3)[CH:31]([Si:7]([CH3:17])([CH3:18])[CH:8]3[C:12]([CH3:13])=[C:11]([CH3:14])[C:10]([CH3:15])=[C:9]3[CH3:16])[CH:30]=2)[CH:23]=[C:22]([CH3:21])[CH:27]=1 |f:1.2|. Run in CCOCC (ether). Reported procedure: To a solution of dimethyl(2,3,4,5-tetramethylcyclopenta-2,4-dien-1-yl)silyl trifluoromethanesulfonate (Compound C, 7.50 g, 22.8 mmol, 1.00 eq.) in ether (25 mL) at −35° C. was added lithium (1-(3,5-dimethylphenyl)indenide) (5.53 g, 24.4 mmol, 1.07 eq.). The reaction was stirred for 19 hours, and was then evaporated under vacuum. The residue was extracted with pentane (40 mL, then 2×20 mL) and the extract was filtered. The resulting solution was evaporated under vacuum to give a sticky solid. Yie... Starting materials: C1CCC2=NCCCN2CC1, CCOC(=O)C(C)=CC(C)C. The product is CCOC(=O)C(C)C=C(C)C. Reaction SMILES: [CH2:12]1[CH2:13][CH2:14][C:15]2=[N:20][CH2:19][CH2:18][CH2:17][N:16]2[CH2:21][CH2:22]1.[CH3:1][C:2]([C:3](=[O:4])[O:5][CH2:6][CH3:7])=[CH:8][CH:9]([CH3:10])[CH3:11]>>[CH3:1][CH:2]([C:3](=[O:4])[O:5][CH2:6][CH3:7])[CH:8]=[C:9]([CH3:10])[CH3:11].